The task is: describe an organic reaction: reactants, conditions, products, and yield. This data is from the Open Reaction Database (ORD), a public repository of structured organic reaction records. Starting materials: COC1=CC=C2CCCC(C2=C1)=O (7-methoxy-1-tetralone), [H-].[Na+] (NaH), C(OC)(OC)=O (dimethyl carbonate), C(C)(=O)O (acetic acid). The solvent is O (water), O1CCCC1 (THF), CCOCC (Ether), CCCCCC (hexane). Yields the product COC1=CC=C2CCC(C(C2=C1)=O)C(=O)OC (methyl 1,2,3,4-tetrahydro-7-methoxy-1-oxo-2-naphthalene carboxylate). RXN SMILES: [H-].[Na+].[C:3](=[O:8])([O:6][CH3:7])OC.[CH3:9][O:10][C:11]1[CH:20]=[C:19]2[C:14]([CH2:15][CH2:16][CH2:17][C:18]2=[O:21])=[CH:13][CH:12]=1.C(O)(=O)C>CCCCCC.O1CCCC1.CCOCC.O>[CH3:9][O:10][C:11]1[CH:20]=[C:19]2[C:14]([CH2:15][CH2:16][CH:17]([C:3]([O:6][CH3:7])=[O:8])[C:18]2=[O:21])=[CH:13][CH:12]=1 |f:0.1|. Procedure details: A 50% slurry of NaH (30 g, 0.62 moles) in hexane was filtered through a fritted glass funnel to remove the mineral oil. The NaH was then added to a 2L flask, covered with 300 ml of tetrahydrofuran (THF), and placed under a N2 atmosphere. Upon the addition of 0.62 moles of dimethyl carbonate at one time with stirring, the reaction mixture was heated to 40°-50° C., whereupon 50 g (0.28 moles) of commerically available 7-methoxy-1-tetralone in 150 ml of THF was added at a rate to minimize foaming (... Starting materials: CS(=O)(=O)c1ccc(CBr)c(Cl)c1, CCOc1c(O)cccc1C(=O)c1cn([Si](C(C)C)(C(C)C)C(C)C)c2ncccc12, [H-], [Na+], C1CCOC1, O. The product is CCOc1c(OCc2ccc(S(C)(=O)=O)cc2Cl)cccc1C(=O)c1cn([Si](C(C)C)(C(C)C)C(C)C)c2ncccc12. As a reaction SMILES: [Br:34][CH2:35][c:36]1[c:37]([Cl:46])[cH:38][c:39]([S:42](=[O:43])(=[O:44])[CH3:45])[cH:40][cH:41]1.[CH2:1]([CH3:2])[O:3][c:4]1[c:5]([C:11](=[O:12])[c:13]2[cH:14][n:15]([Si:22]([CH:23]([CH3:24])[CH3:25])([CH:26]([CH3:27])[CH3:28])[CH:29]([CH3:30])[CH3:31])[c:16]3[n:17][cH:18][cH:19][cH:20][c:21]23)[cH:6][cH:7][cH:8][c:9]1[OH:10].[H-:32].[Na+:33].[O:48]1[CH2:49][CH2:50][CH2:51][CH2:52]1.[OH2:47]>>[CH2:1]([CH3:2])[O:3][c:4]1[c:5]([C:11](=[O:12])[c:13]2[cH:14][n:15]([Si:22]([CH:23]([CH3:24])[CH3:25])([CH:26]([CH3:27])[CH3:28])[CH:29]([CH3:30])[CH3:31])[c:16]3[n:17][cH:18][cH:19][cH:20][c:21]23)[cH:6][cH:7][cH:8][c:9]1[O:10][CH2:35][c:36]1[c:37]([Cl:46])[cH:38][c:39]([S:42](=[O:43])(=[O:44])[CH3:45])[cH:40][cH:41]1. Reactants: [BH4-], O=C(CBr)c1ccccn1, Br, Br, CO, [Na+], O. The product is OC(CBr)c1ccccn1. As a reaction SMILES: [BH4-:1].[Br:4][CH2:5][C:6](=[O:7])[c:8]1[n:9][cH:10][cH:11][cH:12][cH:13]1.[BrH:14].[BrH:3].[CH3:16][OH:17].[Na+:2].[OH2:15]>>[Br:4][CH2:5][CH:6]([OH:7])[c:8]1[n:9][cH:10][cH:11][cH:12][cH:13]1.